From a dataset of the Open Reaction Database (ORD), a public repository of structured organic reaction records. describe an organic reaction: reactants, conditions, products, and yield Starting materials: C1CCOC1, [KH], C[Si](C)(C)CC(O)(c1ccc2nc(-c3ccc(C4OCCCO4)cc3F)sc2n1)C1CC(F)(F)C1. Yields the product C=C(c1ccc2nc(-c3ccc(C4OCCCO4)cc3F)sc2n1)C1CC(F)(F)C1. As a reaction SMILES: [CH2:37]1[O:38][CH2:39][CH2:40][CH2:41]1.[KH:36].[O:1]1[CH:2]([c:7]2[cH:8][c:9]([F:35])[c:10](-[c:13]3[s:14][c:15]4[n:16][c:17]([C:22]([CH2:23][Si:25]([CH3:26])([CH3:27])[CH3:28])([OH:24])[CH:29]5[CH2:30][C:31]([F:33])([F:34])[CH2:32]5)[cH:18][cH:19][c:20]4[n:21]3)[cH:11][cH:12]2)[O:3][CH2:4][CH2:5][CH2:6]1>>[O:1]1[CH:2]([c:7]2[cH:8][c:9]([F:35])[c:10](-[c:13]3[s:14][c:15]4[n:16][c:17]([C:22](=[CH2:23])[CH:29]5[CH2:30][C:31]([F:33])([F:34])[CH2:32]5)[cH:18][cH:19][c:20]4[n:21]3)[cH:11][cH:12]2)[O:3][CH2:4][CH2:5][CH2:6]1. Starting materials: O=C([O-])[O-], CN(C)C=O, OB(O)c1cc(F)cc(F)c1, [K+], [K+], Cc1nc(N)nc(N)c1CCCC(C)c1ccc(OS(=O)(=O)C(F)(F)F)cc1, O, c1ccc(P(c2ccccc2)(c2ccccc2)[Pd](P(c2ccccc2)(c2ccccc2)c2ccccc2)(P(c2ccccc2)(c2ccccc2)c2ccccc2)P(c2ccccc2)(c2ccccc2)c2ccccc2)cc1. The product is Cc1nc(N)nc(N)c1CCCC(C)c1ccc(-c2cc(F)cc(F)c2)cc1. RXN SMILES: [C:40](=[O:41])([O-:42])[O-:43].[CH3:47][N:48]([CH3:49])[CH:50]=[O:51].[F:29][c:30]1[cH:31][c:32]([B:37]([OH:38])[OH:39])[cH:33][c:34]([F:36])[cH:35]1.[K+:44].[K+:45].[NH2:1][c:2]1[n:3][c:4]([CH3:28])[c:5]([CH2:9][CH2:10][CH2:11][CH:12]([CH3:13])[c:14]2[cH:15][cH:16][c:17]([O:20][S:21]([C:22]([F:23])([F:24])[F:25])(=[O:26])=[O:27])[cH:18][cH:19]2)[c:6]([NH2:8])[n:7]1.[OH2:46].[cH:52]1[cH:53][cH:54][c:55]([P:56]([Pd:57]([P:58]([c:59]2[cH:60][cH:61][cH:62][cH:63][cH:64]2)([c:65]2[cH:66][cH:67][cH:68][cH:69][cH:70]2)[c:71]2[cH:72][cH:73][cH:74][cH:75][cH:76]2)([P:77]([c:78]2[cH:79][cH:80][cH:81][cH:82][cH:83]2)([c:84]2[cH:85][cH:86][cH:87][cH:88][cH:89]2)[c:90]2[cH:91][cH:92][cH:93][cH:94][cH:95]2)[P:96]([c:97]2[cH:98][cH:99][cH:100][cH:101][cH:102]2)([c:103]2[cH:104][cH:105][cH:106][cH:107][cH:108]2)[c:109]2[cH:110][cH:111][cH:112][cH:113][cH:114]2)([c:115]2[cH:116][cH:117][cH:118][cH:119][cH:120]2)[c:121]2[cH:122][cH:123][cH:124][cH:125][cH:126]2)[cH:127][cH:128]1>>[NH2:1][c:2]1[n:3][c:4]([CH3:28])[c:5]([CH2:9][CH2:10][CH2:11][CH:12]([CH3:13])[c:14]2[cH:15][cH:16][c:17](-[c:32]3[cH:31][c:30]([F:29])[cH:35][c:34]([F:36])[cH:33]3)[cH:18][cH:19]2)[c:6]([NH2:8])[n:7]1. Reactants: N1C[C@@H](CC1)NC(OC(C)(C)C)=O ((R)-tert-butyl pyrrolidin-3-ylcarbamate), FC(CI)F (1,1-difluoro-2-iodoethane), C(C)N(C(C)C)C(C)C (N-ethyl-N-isopropylpropan-2-amine). The solvent is CN(C=O)C (N,N-dimethylformamide). Run at temperature 70 celsius. Yields the product FC(CN1C[C@@H](CC1)NC(OC(C)(C)C)=O)F ((R)-tert-butyl 1-(2,2-difluoroethyl)pyrrolidin-3-ylcarbamate). RXN SMILES: [NH:1]1[CH2:5][CH2:4][C@@H:3]([NH:6][C:7](=[O:13])[O:8][C:9]([CH3:12])([CH3:11])[CH3:10])[CH2:2]1.[F:14][CH:15]([F:18])[CH2:16]I.C(N(C(C)C)C(C)C)C>CN(C)C=O>[F:14][CH:15]([F:18])[CH2:16][N:1]1[CH2:5][CH2:4][C@@H:3]([NH:6][C:7](=[O:13])[O:8][C:9]([CH3:10])([CH3:12])[CH3:11])[CH2:2]1. Procedure: (R)-tert-butyl pyrrolidin-3-ylcarbamate (500 mg) was combined with 1,1-difluoro-2-iodoethane (618 mg) and N-ethyl-N-isopropylpropan-2-amine (1.4 mL) in N,N-dimethylformamide (6 mL) in a 20 mL vial. The reaction was heated to 70° C. for 48 hours. The reaction mixture was concentrated and the residue was purified by flash chromatography, eluting with a gradient of 0-5% methanol in dichloromethane to provide the title compound. Reactants: C(CCC)[Li] (n-Butyl lithium), [Br-].CC(CC[P+](C1=CC=CC=C1)(C1=CC=CC=C1)C1=CC=CC=C1)C ((3-methylbutyl)-triphenylphosphonium bromide), BrCCCCCC=O (6-bromohexanal). Run in O1CCCC1 (tetrahydrofuran), O1CCCC1 (tetrahydrofuran). Conditions: temperature -70 celsius, time 40 minute. Yields the product BrC(CCCC=CCC(C)C)C (9-Bromo-2-methyl-4-decene). Reaction SMILES: [CH2:1]([Li])CCC.[Br-].[CH3:7][CH:8]([CH3:30])[CH2:9]C[P+](C1C=CC=CC=1)(C1C=CC=CC=1)C1C=CC=CC=1.[Br:31][CH2:32][CH2:33][CH2:34][CH2:35][CH2:36][CH:37]=O>O1CCCC1>[Br:31][CH:32]([CH3:1])[CH2:33][CH2:34][CH2:35][CH:36]=[CH:37][CH2:7][CH:8]([CH3:30])[CH3:9] |f:1.2|. Reported procedure: n-Butyl lithium (1.5M solution in hexane, 6.8 ml) was added to a stirred suspension of (3-methylbutyl)-triphenylphosphonium bromide (4.1 g) in dry tetrahydrofuran (50 ml) at -60° C. under nitrogen. The dark mixture was stirred for 40 minutes at -70° C. then a solution of 6-bromohexanal (1.8 g) in dry tetrahydrofuran (6 ml) was added. The pale mixture was stirred for a further 1 hour at -70° C. then evaporated under vacuum. The residue was extracted with ether and the extract was evaporated to a ... Reactants: COC(=O)C(COC(C)C)NC(=O)OCc1ccccc1, [K+], [Li+], C1CCOC1, [OH-], O, O, O=S(=O)([O-])O. Yields the product CC(C)OCC(NC(=O)OCc1ccccc1)C(=O)O. RXN SMILES: [CH2:4]([c:5]1[cH:6][cH:7][cH:8][cH:9][cH:10]1)[O:11][C:12](=[O:13])[NH:14][CH:15]([CH2:16][O:17][CH:18]([CH3:19])[CH3:20])[C:21](=[O:22])[O:23][CH3:24].[K+:30].[Li+:3].[O:32]1[CH2:33][CH2:34][CH2:35][CH2:36]1.[OH-:2].[OH2:1].[OH2:31].[S:25]([O-:26])([OH:27])(=[O:28])=[O:29]>>[CH2:4]([c:5]1[cH:6][cH:7][cH:8][cH:9][cH:10]1)[O:11][C:12](=[O:13])[NH:14][CH:15]([CH2:16][O:17][CH:18]([CH3:19])[CH3:20])[C:21](=[O:22])[OH:23].